Dataset: the Open Reaction Database (ORD), a public repository of structured organic reaction records. Task: describe an organic reaction: reactants, conditions, products, and yield Reactants: O=C([O-])[O-], ClCCBr, [K+], [K+], Nc1nc(N)c2[nH]cnc2n1, CN(C)C=O. Product: Nc1nc(N)c2ncn(CCCl)c2n1. Reaction SMILES: [C:12](=[O:13])([O-:14])[O-:15].[Cl:18][CH2:19][CH2:20][Br:21].[K+:16].[K+:17].[NH2:1][c:2]1[n:3][c:4]([NH2:11])[c:5]2[nH:6][cH:7][n:8][c:9]2[n:10]1.[O:22]=[CH:23][N:24]([CH3:25])[CH3:26]>>[NH2:1][c:2]1[n:3][c:4]([NH2:11])[c:5]2[n:6][cH:7][n:8]([CH2:20][CH2:19][Cl:18])[c:9]2[n:10]1. Starting materials: Cl.O(C)N (Methoxylamine hydrochloride), C(CC)C=1N(C2=C(C=NC=3C=CC=CC23)N1)CCCC=O (4-(2-propyl-1H-imidazo[4,5-c]quinolin-1-yl)butyraldehyde), [OH-].[Na+] (sodium hydroxide). The solvent is C(C)O (ethanol), O (water). Conditions: temperature 0 celsius, time 3 day. Product: CON=CCCCN1C(=NC=2C=NC=3C=CC=CC3C21)CCC (4-(2-propyl-1H-imidazo[4,5-c]quinolin-1-yl)-butyraldehyde O-methyloxime). The yield is 105.3%. As a reaction SMILES: Cl.[O:2]([NH2:4])[CH3:3].[CH2:5]([C:8]1[N:9]([CH2:21][CH2:22][CH2:23][CH:24]=O)[C:10]2[C:19]3[CH:18]=[CH:17][CH:16]=[CH:15][C:14]=3[N:13]=[CH:12][C:11]=2[N:20]=1)[CH2:6][CH3:7].[OH-].[Na+]>C(O)C.O>[CH3:3][O:2][N:4]=[CH:24][CH2:23][CH2:22][CH2:21][N:9]1[C:10]2[C:19]3[CH:18]=[CH:17][CH:16]=[CH:15][C:14]=3[N:13]=[CH:12][C:11]=2[N:20]=[C:8]1[CH2:5][CH2:6][CH3:7] |f:0.1,3.4|. Procedure: Methoxylamine hydrochloride (3.37 g, 40.3 mmol) was added to a stirred solution of 4-(2-propyl-1H-imidazo[4,5-c]quinolin-1-yl)butyraldehyde (10.0 g, 35.5 mmol) in ethanol (100 mL) cooled to 0° C., followed by addition of 50% sodium hydroxide solution (12.5 M, 3.2 mL, 40 mmol) in water (7 mL). The reaction mixture was allowed to warm to ambient temperature and stirred for 3 days. The reaction mixture was then concentrated under reduce pressure and diluted with dichloromethane (150 mL) and water (...